Dataset: the Open Reaction Database (ORD), a public repository of structured organic reaction records. Task: describe an organic reaction: reactants, conditions, products, and yield The reactants are C(CCCCC)(=O)OC (methyl hexanoate), solution, (S)-4-iodobutane-1,2-glycolactonide, C([C@H](CCO)O)O ((S)-1,2,4-butanetriol), CN(P(=O)(N(C)C)N(C)C)C (hexamethylphosphoramide), [Cl-].[NH4+] (ammonium chloride). The solvent is O1CCCC1 (THF), O1CCCC1 (tetrahydrofuran), C(C)(C)NC(C)C (diisopropylamine), solution, C(CCC)[Li] (n-butyl lithium), CCCCCC (hexane), O1CCCC1 (THF). Conditions: temperature -78 celsius, time 20 minute. Yields the product [CH2-]C(=O)C.C(CCC)C(C(=O)OC)CCC(CO)O (methyl 2-butyl-5,6-dihydroxyhexanoate acetonide). RXN SMILES: [C:1]([O:8][CH3:9])(=[O:7])[CH2:2][CH2:3][CH2:4][CH2:5][CH3:6].[CH2:10]([OH:16])[C@@H:11]([OH:15])[CH2:12][CH2:13]O.CN(C)P(N(C)C)(N(C)C)=O.[Cl-].[NH4+]>O1CCCC1.C(NC(C)C)(C)C.C([Li])CCC.CCCCCC>[CH2-:10][C:11]([CH3:12])=[O:15].[CH2:3]([CH:2]([CH2:13][CH2:12][CH:11]([OH:15])[CH2:10][OH:16])[C:1]([O:8][CH3:9])=[O:7])[CH2:4][CH2:5][CH3:6] |f:3.4,9.10|. Procedure details: In 12 ml of anhydrous tetrahydrofuran (THF) was dissolved 1.02 ml of diisopropylamine, and 4.8 ml of a 1.58M solution of n-butyl lithium in hexane was added to the solution at -40° C. in an argon atmosphere, and the mixture was stirred for 20 minutes and cooled to -78° C. A solution of 0.92 g of methyl hexanoate in 12 ml of anhydrous THF was added dropwise into the mixture over a period of 1 hour. The mixture was stirred for 20 minutes, and about 3 ml of a solution of 1.0 g of (S)-4-iodobutane-1...